From a dataset of the Open Reaction Database (ORD), a public repository of structured organic reaction records. describe an organic reaction: reactants, conditions, products, and yield The reactants are [BH3-]C#N, CO, CC(C)[O-], CC(C)[O-], CC(C)[O-], [Cl-], Cl, [Na+], O, [Ti+4], COC(=O)CC(=O)CC(O)c1ccccc1. Yields the product COC(=O)CC(O)CC(O)c1ccccc1. RXN SMILES: [C:17]([BH3-:18])#[N:19].[CH3:23][OH:24].[CH3:25][CH:26]([CH3:27])[O-:28].[CH3:29][CH:30]([CH3:31])[O-:32].[CH3:33][CH:34]([CH3:35])[O-:36].[Cl-:37].[ClH:22].[Na+:20].[OH2:21].[Ti+4:38].[c:1]1([CH:7]([CH2:8][C:9]([CH2:10][C:11](=[O:12])[O:13][CH3:14])=[O:15])[OH:16])[cH:2][cH:3][cH:4][cH:5][cH:6]1>>[c:1]1([CH:7]([CH2:8][CH:9]([CH2:10][C:11](=[O:12])[O:13][CH3:14])[OH:15])[OH:16])[cH:2][cH:3][cH:4][cH:5][cH:6]1. Starting materials: C(#N)C[C@H](CC(=O)O)O[Si](C)(C)C(C)(C)C ((R)-4-cyano-3-[[(1,1-dimethylethyl)dimethylsilyl]oxy]butanoic acid), Formula XXIX, C(=O)(N1C=NC=C1)N1C=NC=C1 (carbonyldiimidazole), Cl (hydrochloric acid), [Cl-].[Mg+2].[Cl-] (magnesium chloride), C(C)(C)N(CC)C(C)C (diisopropylethylamine), [K] (potassium), amine, CC(C)(C)C(C(=O)O)C(=O)O (1,1-dimethylethyl malonic acid), CC(C)(C)C(C(=O)O)C(=O)O (1,1-dimethylethyl malonic acid), C([C@H]([C@@H]1C(=C(C(=O)O1)O)O)O)O (isoascorbic acid), O=C1C(O)=C(O)[C@H](O1)[C@@H](O)CO (ascorbic acid). The solvent is O1CCCC1 (tetrahydrofuran), C(C)(=O)OCC (ethyl acetate), C(C)#N (acetonitrile). Conditions: temperature 25 celsius. Product: C(#N)C[C@H](CC(CC(=O)OC(C)(C)C)=O)O[Si](C)(C)C(C)(C)C ((R)-1,1-dimethylethyl 6-cyano-5-[(1,1-dimethylethyl)dimethylsilyl]oxy-3-oxohexanoate), Formula XXVIII. As a reaction SMILES: C(O)[C@@H:2](O)[C@H:3]1[O:8][C:6](=[O:7])[C:5](O)=[C:4]1O.O=[C:14]1O[C@H]([C@H](CO)O)C(O)=C1O.[C:25]([CH2:27][C@@H:28]([O:33][Si:34]([C:37]([CH3:40])([CH3:39])[CH3:38])([CH3:36])[CH3:35])[CH2:29][C:30]([OH:32])=O)#[N:26].C(N1C=CN=C1)(N1C=CN=C1)=O.CC(C(C(O)=O)C(O)=O)(C)C.[K].[Cl-].[Mg+2].[Cl-].C(N(C(C)C)CC)(C)C.Cl>O1CCCC1.C(#N)C.C(OCC)(=O)C>[C:25]([CH2:27][C@@H:28]([O:33][Si:34]([C:37]([CH3:40])([CH3:39])[CH3:38])([CH3:36])[CH3:35])[CH2:29][C:30](=[O:32])[CH2:5][C:6]([O:8][C:3]([CH3:2])([CH3:4])[CH3:14])=[O:7])#[N:26] |f:6.7.8,^1:63|. Procedure: Thus, the optically active compounds are prepared from the known isoascorbic acid using the methodology described by Volante R. P. et al., in U.S. Pat. No. 4,611,067 but in that case starting with ascorbic acid. This establishes the optically active centers desired in Formula XXVa and Formula XXIIIa as R. Thus, the (R)-4-cyano-3-[[(1,1-dimethylethyl)dimethylsilyl]oxy]butanoic acid of Formula XXIX is treated with carbonyldiimidazole in tetrahydrofuran at 0° C. to -40° C., preferably -20° C., warm... Starting materials: O=C([O-])[O-], Cc1ccccc1O, [K+], [K+], CCOC(=O)Cc1cccc(Cl)c1[N+](=O)[O-]. Yields the product CCOC(=O)Cc1cccc(Oc2ccccc2C)c1[N+](=O)[O-]. RXN SMILES: [C:25](=[O:26])([O-:27])[O-:28].[CH3:1][c:2]1[cH:3][cH:4][cH:5][cH:6][c:7]1[OH:8].[K+:29].[K+:30].[N+:9](=[O:10])([O-:11])[c:12]1[c:13]([CH2:19][C:20](=[O:21])[O:22][CH2:23][CH3:24])[cH:14][cH:15][cH:16][c:17]1[Cl:18]>>[CH3:1][c:2]1[cH:3][cH:4][cH:5][cH:6][c:7]1[O:8][c:17]1[c:12]([N+:9](=[O:10])[O-:11])[c:13]([CH2:19][C:20](=[O:21])[O:22][CH2:23][CH3:24])[cH:14][cH:15][cH:16]1. Reactants: FC1=CC=C(N)C=C1 (4-fluoroaniline), N1=CC=CC=C1 (pyridine), CC(C(=O)OCC)C(=O)OCC (diethyl methylmalonate). Product: FC1=CC=C(C=C1)NC(C(C(=O)OCC)C)=O (Ethyl 3-(4-fluorophenylamino)-2-methyl-3-oxopropanoate). As a reaction SMILES: [F:1][C:2]1[CH:8]=[CH:7][C:5]([NH2:6])=[CH:4][CH:3]=1.N1C=CC=CC=1.[CH3:15][CH:16]([C:22](OCC)=[O:23])[C:17]([O:19][CH2:20][CH3:21])=[O:18]>>[F:1][C:2]1[CH:8]=[CH:7][C:5]([NH:6][C:22](=[O:23])[CH:16]([CH3:15])[C:17]([O:19][CH2:20][CH3:21])=[O:18])=[CH:4][CH:3]=1. Reported procedure: Prepared according to general Procedure A using 4-fluoroaniline (18 g, 162 mmol), pyridine (13 mL, 162 mmol) and diethyl methylmalonate (28 mL, 162 mmol). After purification ethyl 3-(4-fluorophenylamino)-2-methyl-3-oxopropanoate was obtained. Mass Spectrum (ESI) m/e=240.1 (M+1).